This data is from the Open Reaction Database (ORD), a public repository of structured organic reaction records. The task is: describe an organic reaction: reactants, conditions, products, and yield Starting materials: C, CCO, O=C[O-], CCOC(=O)c1cc(C)[nH]c1Cl, [NH4+], [Pd]. Product: CCOC(=O)c1c[nH]c(C)c1. As a reaction SMILES: [C:17].[CH3:19][CH2:20][OH:21].[CH:13]([O-:14])=[O:15].[Cl:1][c:2]1[nH:3][c:4]([CH3:12])[cH:5][c:6]1[C:7](=[O:8])[O:9][CH2:10][CH3:11].[NH4+:16].[Pd:18]>>[cH:2]1[nH:3][c:4]([CH3:12])[cH:5][c:6]1[C:7](=[O:8])[O:9][CH2:10][CH3:11]. Reactants: C1CCOC1, CO, CCOC(=O)C(CC1CC1)c1cc(Cl)c(OCC(F)(F)F)c(-c2ccc(C(F)(F)F)cc2)c1, [Li+], [OH-], O, O. Yields the product O=C(O)C(CC1CC1)c1cc(Cl)c(OCC(F)(F)F)c(-c2ccc(C(F)(F)F)cc2)c1. RXN SMILES: [CH2:39]1[O:40][CH2:41][CH2:42][CH2:43]1.[CH3:37][OH:38].[Cl:1][c:2]1[cH:3][c:4]([CH:24]([C:25](=[O:26])[O:27][CH2:28][CH3:29])[CH2:30][CH:31]2[CH2:32][CH2:33]2)[cH:5][c:6](-[c:14]2[cH:15][cH:16][c:17]([C:20]([F:21])([F:22])[F:23])[cH:18][cH:19]2)[c:7]1[O:8][CH2:9][C:10]([F:11])([F:12])[F:13].[Li+:36].[OH-:35].[OH2:34].[OH2:44]>>[Cl:1][c:2]1[cH:3][c:4]([CH:24]([C:25](=[O:26])[OH:27])[CH2:30][CH:31]2[CH2:32][CH2:33]2)[cH:5][c:6](-[c:14]2[cH:15][cH:16][c:17]([C:20]([F:21])([F:22])[F:23])[cH:18][cH:19]2)[c:7]1[O:8][CH2:9][C:10]([F:11])([F:12])[F:13]. The reactants are C1(CCCCC1)S (cyclohexyl mercaptan), Cl (hydrochloric acid), C[O-].[Na+] (sodium methoxide), Br.BrCCN (2-bromoethylamine hydrobromide). Run in O (water), CO (methanol), CCOCC (ether). Reaction conditions: time 30 minute. The product is Cl.C1(CCCCC1)SCCN (2-(cyclohexylthio)ethylamine hydrochloride). As a reaction SMILES: C[O-].[Na+].[CH:4]1([SH:10])[CH2:9][CH2:8][CH2:7][CH2:6][CH2:5]1.Br.Br[CH2:13][CH2:14][NH2:15].[ClH:16]>O.CCOCC.CO>[ClH:16].[CH:4]1([S:10][CH2:13][CH2:14][NH2:15])[CH2:9][CH2:8][CH2:7][CH2:6][CH2:5]1 |f:0.1,3.4,9.10|. Procedure details: To a solution containing 30 parts of sodium methoxide and 198 parts of methanol, maintained at 25° under a nitrogen atmosphere, is added rapidly 39 parts of cyclohexyl mercaptan. 51 Parts of 2-bromoethylamine hydrobromide then is added portion wise while maintaining the temperature at 25-30°, and the reaction mixture is stirred for 30 minutes. Then the mixture is refluxed for 3 hours, and the solid which forms is separated by filtration and washed with methanol. Residual solvent is removed under... Starting materials: C(#N)C=1C(=NC=CC1)Cl (3-cyano-2-chloro-pyridine), CB(O)O (methylboronic acid), C(=O)([O-])[O-].[K+].[K+] (K2CO3). Reagents/catalysts: C=1C=CC(=CC1)[P](C=2C=CC=CC2)(C=3C=CC=CC3)[Pd]([P](C=4C=CC=CC4)(C=5C=CC=CC5)C=6C=CC=CC6)([P](C=7C=CC=CC7)(C=8C=CC=CC8)C=9C=CC=CC9)[P](C=1C=CC=CC1)(C=1C=CC=CC1)C=1C=CC=CC1 (Pd(PPh3)4). The solvent is O1CCOCC1 (dioxane), C(Cl)Cl (CH2Cl2). The product is C(#N)C=1C(=NC=CC1)C (3-cyano-2-picoline). Isolated yield 46.1%. Reaction SMILES: [C:1]([C:3]1[C:4](Cl)=[N:5][CH:6]=[CH:7][CH:8]=1)#[N:2].[CH3:10]B(O)O.C([O-])([O-])=O.[K+].[K+]>O1CCOCC1.C(Cl)Cl.C1C=CC([P]([Pd]([P](C2C=CC=CC=2)(C2C=CC=CC=2)C2C=CC=CC=2)([P](C2C=CC=CC=2)(C2C=CC=CC=2)C2C=CC=CC=2)[P](C2C=CC=CC=2)(C2C=CC=CC=2)C2C=CC=CC=2)(C2C=CC=CC=2)C2C=CC=CC=2)=CC=1>[C:1]([C:3]1[C:4]([CH3:10])=[N:5][CH:6]=[CH:7][CH:8]=1)#[N:2] |f:2.3.4,^1:32,34,53,72|. Procedure details: To a mixture of 3-cyano-2-chloro-pyridine (422 mg, 3.05 mmol), methylboronic acid (209 mg, 3.49 mmol) and K2CO3 (1.22 g, 8.83 mmol) in degassed dioxane (5 mL) under argon was added Pd(PPh3)4 (222 mg, 0.19 mmol) and the mixture stirred at reflux over the weekend. The reaction was cooled to room temperature, diluted with CH2Cl2 (20 mL) and filtered through Celite, washing the cake with CH2Cl2 and MeOH. The filtrate was concentrated in vacuo and purified by column chromatography on silica gel (Hexa... Reactants: COC(=O)C1=NC(=NC(=C1Cl)N)C1=C(C(=C(C=C1)Cl)SC)F (6-Amino-5-chloro-2-(4-chloro-2-fluoro-3-methylthio-phenyl)pyrimidine-4-carboxylic acid methyl ester), OO (hydrogen peroxide), S(=O)([O-])[O-].[Na+].[Na+] (sodium sulfite). Solvent: C(C(F)(F)F)O (trifluoroethanol). Reaction conditions: time 2 day. The product is COC(=O)C1=NC(=NC(=C1Cl)N)C1=C(C(=C(C=C1)Cl)S(=O)C)F (6-amino-5-chloro-2-(4-chloro-2-fluoro-3-methanesulfinylphenyl)pyrimidine-4-carboxylic acid methyl ester). Yield: 85.0%. Reaction SMILES: [CH3:1][O:2][C:3]([C:5]1[C:10]([Cl:11])=[C:9]([NH2:12])[N:8]=[C:7]([C:13]2[CH:18]=[CH:17][C:16]([Cl:19])=[C:15]([S:20][CH3:21])[C:14]=2[F:22])[N:6]=1)=[O:4].OO.S([O-])([O-])=[O:26].[Na+].[Na+]>C(O)C(F)(F)F>[CH3:1][O:2][C:3]([C:5]1[C:10]([Cl:11])=[C:9]([NH2:12])[N:8]=[C:7]([C:13]2[CH:18]=[CH:17][C:16]([Cl:19])=[C:15]([S:20]([CH3:21])=[O:26])[C:14]=2[F:22])[N:6]=1)=[O:4] |f:2.3.4|. Reported procedure: 6-Amino-5-chloro-2-(4-chloro-2-fluoro-3-methylthio-phenyl)pyrimidine-4-carboxylic acid methyl ester (2.4 g, 6.63 mmol) was dissolved with heating in a minimum amount of trifluoroethanol (50 mL). After allowing the reaction mixture to cool to room temperature, 30% hydrogen peroxide (3.0 mL, 26.5 mmol) was added and the reaction mixture was stirred for 2 days. An aqueous solution of sodium sulfite (10% solution) was added to quench excess oxidant (exotherm noted) and the reaction mixture was stirr... Reactants: N (Ammonia), NC(=O)N (urea), C(C(O)CC(=O)O)(=O)O (malic acid), NC(=O)N (urea). Reaction conditions: time 0.75 hour. Product: NC(=O)N.C(C(O)CC(=O)O)(=O)O (urea malic acid). RXN SMILES: [NH2:1][C:2]([NH2:4])=[O:3].[C:5]([OH:13])(=[O:12])[CH:6]([CH2:8][C:9]([OH:11])=[O:10])[OH:7].N>>[NH2:1][C:2]([NH2:4])=[O:3].[C:5]([OH:13])(=[O:12])[CH:6]([CH2:8][C:9]([OH:11])=[O:10])[OH:7] |f:3.4|. Procedure details: 100 parts by weight of urea, 30 parts by weight of malic acid are mixed then heated above the melting point of urea and up to 160 degree C. for 0.5 to 1 hour. Ammonia evolves from the mixture. The mixture produces a flame retardant urea-malic acid condensate. Starting materials: C(C)OC(C(C)C=1C=CC2=C(NC(O2)=S)C1)=O (2-(2-Thioxo-2,3-dihydro-benzooxazol-5-yl)-propionic acid ethyl ester), [OH-].[Na+] (NaOH), C(C)(=O)O (acetic acid). Run in O (water), CCO (EtOH). Run at time 20 hour. The product is S=C1OC2=C(N1)C=C(C=C2)C(C(=O)O)C (2-(2-Thioxo-2,3-dihydro-benzooxazol-5-yl)-propionic acid). RXN SMILES: C([O:3][C:4](=[O:17])[CH:5]([C:7]1[CH:8]=[CH:9][C:10]2[O:14][C:13](=[S:15])[NH:12][C:11]=2[CH:16]=1)[CH3:6])C.[OH-].[Na+].C(O)(=O)C>CCO.O>[S:15]=[C:13]1[NH:12][C:11]2[CH:16]=[C:7]([CH:5]([CH3:6])[C:4]([OH:17])=[O:3])[CH:8]=[CH:9][C:10]=2[O:14]1 |f:1.2|. Procedure: To a stirred solution of 2-(2-Thioxo-2,3-dihydro-benzooxazol-5-yl)-propionic acid ethyl ester (124 mg) in 90% aq. EtOH was added NaOH (102 mg) at room temperature. After stirred for 20 h at 45, the reaction mixture was cooled to room temperature, diluted with water. The resulting aqueous layer was acidified with acetic acid and then extracted with dichloromethane. The combined organic layer was dried over magnesium sulfate, filtered and concentrated in vacuo. (105 mg, 95.4%)